Dataset: the Open Reaction Database (ORD), a public repository of structured organic reaction records. Task: describe an organic reaction: reactants, conditions, products, and yield The reactants are COCCCCC(=O)C1=CC=C(C=C1)[N+](=O)[O-] (5-methoxy-4'-nitrovalerophenone), Cl.Cl.O(N)CCN (2-aminoxyethylamine dihydrochloride), N1=CC=CC=C1 (pyridine). The solvent is C(C)O (ethanol). Product: Cl.NCCON=C(CCCCOC)C1=CC=C(C=C1)[N+](=O)[O-] (5-Methoxy-4'-nitrovalerophenone O-(2-aminoethyl)oxime hydrochloride). As a reaction SMILES: [CH3:1][O:2][CH2:3][CH2:4][CH2:5][CH2:6][C:7]([C:9]1[CH:14]=[CH:13][C:12]([N+:15]([O-:17])=[O:16])=[CH:11][CH:10]=1)=O.[ClH:18].Cl.[O:20]([CH2:22][CH2:23][NH2:24])[NH2:21].N1C=CC=CC=1>C(O)C>[ClH:18].[NH2:24][CH2:23][CH2:22][O:20][N:21]=[C:7]([C:9]1[CH:14]=[CH:13][C:12]([N+:15]([O-:17])=[O:16])=[CH:11][CH:10]=1)[CH2:6][CH2:5][CH2:4][CH2:3][O:2][CH3:1] |f:1.2.3,6.7|. Procedure details: 5.35 Mmol (1.27 g) of 5-methoxy-4'-nitrovalerophenone (melting point 64.5°-65.5° C.), 5.35 mmol (0.80 g) of 2-aminoxyethylamine dihydrochloride and 0.34 ml of pyridine were refluxed for 2 hours in 5 ml of absolute ethanol. After evaporating the reaction mixture to dryness in vacuo, 25 ml of water and 10 ml of 2 N sodium hydroxide solution were added and extracted with 25 and 10 ml, respectively, of methylene chloride. The extracts were dried over sodium sulphate and then evaporated to dryness in... The reactants are C(CC(=O)OCC)(=O)OCC (diethyl malonate), ice water, FC1=C(C(=O)Cl)C(=CC(=C1F)F)C(F)(F)F (2,3,4-trifluoro-6-trifluoromethylbenzoyl chloride), [Mg] (magnesium), S(O)(O)(=O)=O (sulphuric acid). The reagents and catalysts are C(Cl)(Cl)(Cl)Cl (carbon tetrachloride). Run in C(C)O (ethanol), C1(=CC=CC=C1)C (toluene), C1(=CC=CC=C1)C (toluene), C(C)O (ethanol). Reaction conditions: time 1 hour. The product is FC1=C(C(=O)C(C(=O)OCC)C(=O)OCC)C(=CC(=C1F)F)C(F)(F)F (Diethyl (2,3,4-trifluoro-6-trifluoromethylbenzoyl)malonate). RXN SMILES: [Mg].[C:2]([O:10][CH2:11][CH3:12])(=[O:9])[CH2:3][C:4]([O:6][CH2:7][CH3:8])=[O:5].[F:13][C:14]1[C:22]([F:23])=[C:21]([F:24])[CH:20]=[C:19]([C:25]([F:28])([F:27])[F:26])[C:15]=1[C:16](Cl)=[O:17].S(=O)(=O)(O)O>C(Cl)(Cl)(Cl)Cl.C(O)C.C1(C)C=CC=CC=1>[F:13][C:14]1[C:22]([F:23])=[C:21]([F:24])[CH:20]=[C:19]([C:25]([F:27])([F:28])[F:26])[C:15]=1[C:16]([CH:3]([C:4]([O:6][CH2:7][CH3:8])=[O:5])[C:2]([O:10][CH2:11][CH3:12])=[O:9])=[O:17]. Procedure details: 0.47 g (0.019 mol) of magnesium filings are introduced into 1.0 ml of ethanol, the reaction is started up using a few drops of carbon tetrachloride, and a solution of 2.8 g (0.016 mol) of diethyl malonate in 2.0 ml of ethanol and 7.5 ml of toluene is subsequently added dropwise in such a manner that the internal temperature is between 50 and 60° C. Stirring is then continued for one hour at 60° C. A solution of 4.8 g (0.027 mol) of 2,3,4-trifluoro-6-trifluoromethylbenzoyl chloride in 2.0 ml of t... Reported procedure: A solution of ethyl [{[(tert-butoxycarbonyl)(4-methoxybenzyl)amino]sulfonyl}(4-methoxybenzyl)amino]acetate (5.30 g, 10 mmol) in dichloromethane (20.0 mL) at −78° C. under N2 was treated with 1.0 M diisobutylaluminum hydride in dichloromethane (12.2 mL, 12.2 mmol, 1.22 equiv.). The reaction mixture was stirred at −78° C. for 3 h. The reaction was then quenched with methanol (3 mL) and treated with dichloromethane (100 mL) and a saturated solution of sodium potassium tartrate (150 mL). This soluti... Reaction conditions: temperature -78 celsius, time 3 hour. The solvent is ClCCl (dichloromethane), ClCCl (dichloromethane). Reaction SMILES: [C:1]([O:5][C:6]([N:8]([CH2:28][C:29]1[CH:34]=[CH:33][C:32]([O:35][CH3:36])=[CH:31][CH:30]=1)[S:9]([N:12]([CH2:22][C:23](OCC)=[O:24])[CH2:13][C:14]1[CH:19]=[CH:18][C:17]([O:20][CH3:21])=[CH:16][CH:15]=1)(=[O:11])=[O:10])=[O:7])([CH3:4])([CH3:3])[CH3:2].[H-].C([Al+]CC(C)C)C(C)C>ClCCl>[CH3:36][O:35][C:32]1[CH:31]=[CH:30][C:29]([CH2:28][N:8]([S:9]([N:12]([CH2:13][C:14]2[CH:15]=[CH:16][C:17]([O:20][CH3:21])=[CH:18][CH:19]=2)[CH2:22][CH:23]=[O:24])(=[O:11])=[O:10])[C:6](=[O:7])[O:5][C:1]([CH3:4])([CH3:2])[CH3:3])=[CH:34][CH:33]=1 |f:1.2|. Yield: 72.1%. Starting materials: C(C)(C)(C)OC(=O)N(S(=O)(=O)N(CC1=CC=C(C=C1)OC)CC(=O)OCC)CC1=CC=C(C=C1)OC (ethyl [{[(tert-butoxycarbonyl)(4-methoxybenzyl)amino]sulfonyl}(4-methoxybenzyl)amino]acetate), [H-].C(C(C)C)[Al+]CC(C)C (diisobutylaluminum hydride). The product is COC1=CC=C(CN(C(OC(C)(C)C)=O)S(=O)(=O)N(CC=O)CC2=CC=C(C=C2)OC)C=C1 (tert-Butyl (4-methoxybenzyl){[(4-methoxybenzyl)(2-oxoethyl)amino]sulfonyl}carbamate). The reactants are O=C[C@H](O)[C@@H](O)[C@H](O)[C@H](O)CO (glucose). Solvent: C(C)O (ethanol). Product: C([C@H](O)[C@@H](O)[C@H](O)CO)O (xylitol), C([C@H](C([C@@H](CO)O)O)O)O (arabitol). Reaction SMILES: [O:1]=[CH:2][C@@H:3]([C@H:5]([C@@H:7]([C@@H:9](CO)[OH:10])[OH:8])[OH:6])[OH:4]>C(O)C>[CH2:2]([OH:1])[C@@H:3]([C@H:5]([C@@H:7]([CH2:9][OH:10])[OH:8])[OH:6])[OH:4].[CH2:9]([OH:10])[C@@H:7]([OH:8])[CH:5]([OH:6])[C@H:3]([OH:4])[CH2:2][OH:1]. Procedure details: The parent strain 3118 (ura+ version of 3099 prior to marker loopout) and the insertion site control strain 3862 produced 20-21 g/L ethanol in 55 hours, whereas strain 3082 produced 28 g/L in the same period (FIG. 33). In all three strains, glucose was depleted by nine hours. The additional ethanol formation in strain 3082 was correlated with an increased consumption of xylose. Strain 3082 produced less xylitol throughout the fermentation, and higher levels of glycerol and arabitol. Metabolite f... Reactants: Cl[SiH](Cl)Cl (trichlorosilane), C(C)(=O)OCC=C (allyl acetate), C(C)(=O)OCC=C (allyl acetate). Yields the product C(C)(=O)OCCC[Si](Cl)(Cl)Cl (3-acetyloxypropyltrichlorosilane). Reaction SMILES: [Cl:1][SiH:2]([Cl:4])[Cl:3].[C:5]([O:8][CH2:9][CH:10]=[CH2:11])(=[O:7])[CH3:6]>>[C:5]([O:8][CH2:9][CH2:10][CH2:11][Si:2]([Cl:4])([Cl:3])[Cl:1])(=[O:7])[CH3:6]. Procedure details: In a 4-liter flask with stirrer, reflux condenser, internal thermometer and 2 dropper funnels, one filled with 800 g of allyl acetate and the other with 1.355 kg of trichlorosilane, 200 ml of allyl acetate was heated to 65° C. Then the heat source was removed, 1 ml of an 0.01 molar solution of mesityl oxide-platinum dichloride complex in allyl acetate was added, and the reaction was allowed to complete itself within 8 minutes while stirring was performed and the two reactants were fed in simulta...